This data is from the Open Reaction Database (ORD), a public repository of structured organic reaction records. The task is: describe an organic reaction: reactants, conditions, products, and yield Starting materials: Cl (HCl), B(Br)(Br)Br (BBr3), ice, ClC=1C(=C(C(C(=O)O)=C(C1)C(F)(F)F)N)OC (4-Chloro-3-methoxy-6-trifluoromethylanthranilic acid), B(Br)(Br)Br (BBr3), C(Cl)Cl (Methylene chloride). Run in C(C)OCC (diethyl ether). Conditions: time 3 minute. Yields the product ClC=1C(=C(C(C(=O)O)=C(C1)C(F)(F)F)N)O (4-Chloro-3-hydroxy-6-trifluoromethylanthranilic acid). As a reaction SMILES: [Cl:1][C:2]1[C:3]([O:16]C)=[C:4]([NH2:15])[C:5](=[C:9]([C:11]([F:14])([F:13])[F:12])[CH:10]=1)[C:6]([OH:8])=[O:7].Cl.B(Br)(Br)Br.C(Cl)Cl>C(OCC)C>[Cl:1][C:2]1[C:3]([OH:16])=[C:4]([NH2:15])[C:5](=[C:9]([C:11]([F:14])([F:13])[F:12])[CH:10]=1)[C:6]([OH:8])=[O:7]. Procedure: 4-Chloro-3-methoxy-6-trifluoromethylanthranilic acid (5 mg, 0.019 mmol) was dissolved in diethyl ether (1 mL) and HCl (2M, 20 L) was added. The solution was evaporated and co-evaporated with toluene. The residue was dissolved in CH2Cl2 (2 mL), cooled to -60 C., and BBr3 (9 L, 0.092 mmol) was added followed by stirring at -60 C. for 3 min, 0 C. for 3 h and room temperature for 6 h. Additional BBr3 (4 L, 0.04 mmol) was added at -35 C. and the stirring was continued at room temperature for 2 h. The... Run at time 15 minute. Product: C(CCCCC)C1=CC=2C=CC(=CC2CC1)[C@@H]1C[C@@]2(COC(N2)=O)CC1 ((5R,7S)-7-(6-hexyl-7,8-dihydronaphthalen-2-yl)-3-oxa-1-azaspiro[4.4]nonan-2-one). Reaction SMILES: FC(F)(F)S(O[C:7]1[CH2:16][CH2:15][C:14]2[C:9](=[CH:10][CH:11]=[C:12]([C@H:17]3[CH2:26][CH2:25][C@@:19]4([NH:23][C:22](=[O:24])[O:21][CH2:20]4)[CH2:18]3)[CH:13]=2)[CH:8]=1)(=O)=O.CN1C(=O)CCC1.C[Si]([N-][Si](C)(C)C)(C)C.[Li+].[CH2:46]([Mg]Br)[CH2:47][CH2:48][CH2:49][CH2:50][CH3:51].CCOCC>C1COCC1>[CH2:46]([C:7]1[CH2:16][CH2:15][C:14]2[CH:13]=[C:12]([C@H:17]3[CH2:26][CH2:25][C@@:19]4([NH:23][C:22](=[O:24])[O:21][CH2:20]4)[CH2:18]3)[CH:11]=[CH:10][C:9]=2[CH:8]=1)[CH2:47][CH2:48][CH2:49][CH2:50][CH3:51] |f:2.3|. The solvent is C1CCOC1 (THF), C1CCOC1 (THF). Starting materials: FC(S(=O)(=O)OC1=CC2=CC=C(C=C2CC1)[C@@H]1C[C@@]2(COC(N2)=O)CC1)(F)F (6-((5R,7S)-2-oxo-3-oxa-1-azaspiro[4.4]nonan-7-yl)-3,4-dihydronaphthalen-2-yl trifluoromethanesulfonate), CN1CCCC1=O (NMP), ferric acetylacetonate, C(CCCCC)[Mg]Br (hexylmagnesium bromide), CCOCC (ether), C[Si](C)(C)[N-][Si](C)(C)C.[Li+] (lithium bis(trimethylsilyl)amide). Procedure details: To a mixture of 6-((5R,7S)-2-oxo-3-oxa-1-azaspiro[4.4]nonan-7-yl)-3,4-dihydronaphthalen-2-yl trifluoromethanesulfonate (Int. 6, 1 g, 2.396 mmol) and NMP (2.306 mL, 23.96 mmol) in THF (20 mL) at −40° C. was added a solution of lithium bis(trimethylsilyl)amide in THF (2.396 mL, 2.396 mmol). The reaction mixture was stirred for 15 minutes, and then ferric acetylacetonate (0.042 g, 0.120 mmol) and hexylmagnesium bromide in ether (2.396 mL, 4.79 mmol) were added. The reaction mixture was stirred for ... Reactants: FC=1C=CC(=C(C1)B(O)O)C(=O)OC (5-Fluoro-2-(methoxycarbonyl)phenylboronic acid), C(C1=CC=CC=C1)Br (benzyl bromide), C(=O)([O-])[O-].[K+].[K+] (K2CO3). The reagents and catalysts are C1=CC=C(C=C1)P([C-]2C=CC=C2)C3=CC=CC=C3.C1=CC=C(C=C1)P([C-]2C=CC=C2)C3=CC=CC=C3.Cl[Pd]Cl.[Fe+2] ([1,1′-bis(diphenylphosphino)ferrocene]dichloropalladium(II)). Solvent: O1CCCC1 (tetrahydrofuran). Product: C(C1=CC=CC=C1)C1=C(C(=O)OC)C=CC(=C1)F (methyl 2-benzyl-4-fluorobenzoate). As a reaction SMILES: [F:1][C:2]1[CH:3]=[CH:4][C:5]([C:11]([O:13][CH3:14])=[O:12])=[C:6](B(O)O)[CH:7]=1.[CH2:15](Br)[C:16]1[CH:21]=[CH:20][CH:19]=[CH:18][CH:17]=1.C([O-])([O-])=O.[K+].[K+]>O1CCCC1.C1C=CC(P(C2C=CC=CC=2)[C-]2C=CC=C2)=CC=1.C1C=CC(P(C2C=CC=CC=2)[C-]2C=CC=C2)=CC=1.Cl[Pd]Cl.[Fe+2]>[CH2:15]([C:6]1[CH:7]=[C:2]([F:1])[CH:3]=[CH:4][C:5]=1[C:11]([O:13][CH3:14])=[O:12])[C:16]1[CH:21]=[CH:20][CH:19]=[CH:18][CH:17]=1 |f:2.3.4,6.7.8.9|. Procedure: 5-Fluoro-2-(methoxycarbonyl)phenylboronic acid (1.00 g), benzyl bromide (0.50 mL), K2CO3 (1.75 g), and [1,1′-bis(diphenylphosphino)ferrocene]dichloropalladium(II) (PdCl2(dppf)) (0.17 g) were stirred in tetrahydrofuran (20 mL) at 60° C. for 24 hours. The reaction mixture was chromatographed on silica gel with 2% ethyl acetate/hexanes. Starting materials: BrC1=COC=C1 (3-bromofuran), C1=CC=CC=C1 (benzene), C(=O)([O-])[O-].[Na+].[Na+] (Na2CO3), C1(=CC=C(C=C1)B(O)O)C1=CC=CC=C1 (4-biphenylboronic acid). The reagents and catalysts are [Pd].C1(=CC=CC=C1)P(C1=CC=CC=C1)C1=CC=CC=C1.C1(=CC=CC=C1)P(C1=CC=CC=C1)C1=CC=CC=C1.C1(=CC=CC=C1)P(C1=CC=CC=C1)C1=CC=CC=C1.C1(=CC=CC=C1)P(C1=CC=CC=C1)C1=CC=CC=C1 (Tetrakis(triphenylphosphine) palladium(0)). Run in CCO (EtOH). Reaction conditions: temperature 80 celsius. Yields the product C1(=CC=C(C=C1)C1=COC=C1)C1=CC=CC=C1 (3-(biphenyl-4-yl)furan). The yield is 75.9%. Reaction SMILES: Br[C:2]1[CH:6]=[CH:5][O:4][CH:3]=1.C1C=CC=CC=1.C([O-])([O-])=O.[Na+].[Na+].[C:19]1([C:28]2[CH:33]=[CH:32][CH:31]=[CH:30][CH:29]=2)[CH:24]=[CH:23][C:22](B(O)O)=[CH:21][CH:20]=1>CCO.[Pd].C1(P(C2C=CC=CC=2)C2C=CC=CC=2)C=CC=CC=1.C1(P(C2C=CC=CC=2)C2C=CC=CC=2)C=CC=CC=1.C1(P(C2C=CC=CC=2)C2C=CC=CC=2)C=CC=CC=1.C1(P(C2C=CC=CC=2)C2C=CC=CC=2)C=CC=CC=1>[C:19]1([C:28]2[CH:29]=[CH:30][CH:31]=[CH:32][CH:33]=2)[CH:24]=[CH:23][C:22]([C:2]2[CH:6]=[CH:5][O:4][CH:3]=2)=[CH:21][CH:20]=1 |f:2.3.4,7.8.9.10.11|. Procedure: A biphasic mixture of 3-bromofuran (2.90 mL, 32.1 mmol), benzene (70 mL), and 2N aqueous Na2CO3 (50 mL) was degassed and purged with argon. Tetrakis(triphenylphosphine) palladium(0) (3.7 g, 3.2 mmol) arid a solution of 4-biphenylboronic acid (6.3 g, 32.1 mmol) in EtOH (50 mL) were added sequentially. The mixture was heated at 80° C. for 18 hours, allowed to cool, and partitioned between CH2Cl2 and H2O. The aqueous layer was separated and extracted with CH2Cl2 two times. The combined organic laye... Starting materials: BrC=1C=C(C=CC1F)C (3-bromo-4-fluoro-toluene), C1(CCCCC1)NC1CCCCC1 (dicyclohexylamine), C(C)(=O)OC(C)(C)C (tert-butyl acetate), C(CCC)[Li] (n-Butyllithium). Reagents/catalysts: C=1C=CC(=CC1)/C=C/C(=O)/C=C/C2=CC=CC=C2.C=1C=CC(=CC1)/C=C/C(=O)/C=C/C2=CC=CC=C2.C=1C=CC(=CC1)/C=C/C(=O)/C=C/C2=CC=CC=C2.[Pd].[Pd] (tris(dibenzylideneacetone)dipalladium(0)), F[B-](F)(F)F.C(C)(C)(C)[PH+](C(C)(C)C)C(C)(C)C (tri-(tert-butyl)phosphonium tetrafluoroborate). Run in C1(=CC=CC=C1)C (toluene). Run at time 5 minute. Product: C(C)(C)(C)OC(CC1=C(C=CC(=C1)C)F)=O ((2-fluoro-5-methyl-phenyl)-acetic acid tert-butyl ester). Yield: 81.9%. Reaction SMILES: C1(NC2CCCCC2)CCCCC1.C([Li])CCC.[C:19]([O:22][C:23]([CH3:26])([CH3:25])[CH3:24])(=[O:21])[CH3:20].Br[C:28]1[CH:29]=[C:30]([CH3:35])[CH:31]=[CH:32][C:33]=1[F:34]>C1(C)C=CC=CC=1.C1C=CC(/C=C/C(/C=C/C2C=CC=CC=2)=O)=CC=1.C1C=CC(/C=C/C(/C=C/C2C=CC=CC=2)=O)=CC=1.C1C=CC(/C=C/C(/C=C/C2C=CC=CC=2)=O)=CC=1.[Pd].[Pd].F[B-](F)(F)F.C([PH+](C(C)(C)C)C(C)(C)C)(C)(C)C>[C:23]([O:22][C:19](=[O:21])[CH2:20][C:28]1[CH:29]=[C:30]([CH3:35])[CH:31]=[CH:32][C:33]=1[F:34])([CH3:26])([CH3:25])[CH3:24] |f:5.6.7.8.9,10.11|. Reported procedure: In analogy to the procedure described in M. Jørgensen et al., J. Am. Chem. Soc. 124 (2002), 12557-12565, in a first flask, dicyclohexylamine (3.06 g, 16.9 mmol) was dissolved in toluene and cooled in an ice bath. n-Butyllithium (6.14 ml, 2.5 M solution in hexane) was added. After 5 min, tert-butyl acetate (1.78 g, 15.3 mmol) was added slowly. A second flask was charged with tri-(tert-butyl)phosphonium tetrafluoroborate (83 mg, 0.30 mmol) and tris(dibenzylideneacetone)dipalladium(0) (146 mg, 0.15... Reactants: CO, Clc1ncnc2c1ccn2C1OC(COCc2ccccc2)C(OCc2ccccc2)C1OCc1ccccc1, N. Product: Nc1ncnc2c1ccn2C1OC(COCc2ccccc2)C(OCc2ccccc2)C1OCc1ccccc1. Reaction SMILES: [CH3:42][OH:43].[Cl:1][c:2]1[c:3]2[c:4]([n:5][cH:6][n:7]1)[n:8]([CH:11]1[CH:12]([O:13][CH2:14][c:15]3[cH:16][cH:17][cH:18][cH:19][cH:20]3)[CH:21]([O:22][CH2:23][c:24]3[cH:25][cH:26][cH:27][cH:28][cH:29]3)[CH:30]([CH2:32][O:33][CH2:34][c:35]3[cH:36][cH:37][cH:38][cH:39][cH:40]3)[O:31]1)[cH:9][cH:10]2.[NH3:41]>>[c:2]1([NH2:41])[c:3]2[c:4]([n:5][cH:6][n:7]1)[n:8]([CH:11]1[CH:12]([O:13][CH2:14][c:15]3[cH:16][cH:17][cH:18][cH:19][cH:20]3)[CH:21]([O:22][CH2:23][c:24]3[cH:25][cH:26][cH:27][cH:28][cH:29]3)[CH:30]([CH2:32][O:33][CH2:34][c:35]3[cH:36][cH:37][cH:38][cH:39][cH:40]3)[O:31]1)[cH:9][cH:10]2. Starting materials: OB(O)c1ccc(Cl)cc1Cl, Cc1ccnc(Cl)c1[N+](=O)[O-], [K+], [K+], CN(C)C=O, O=P([O-])([O-])O. Yields the product Cc1ccnc(-c2ccc(Cl)cc2Cl)c1[N+](=O)[O-]. As a reaction SMILES: [Cl:12][c:13]1[c:14]([B:20]([OH:21])[OH:22])[cH:15][cH:16][c:17]([Cl:19])[cH:18]1.[Cl:1][c:2]1[n:3][cH:4][cH:5][c:6]([CH3:11])[c:7]1[N+:8](=[O:9])[O-:10].[K+:28].[K+:29].[O:30]=[CH:31][N:32]([CH3:33])[CH3:34].[P:23]([O-:24])([O-:25])([OH:26])=[O:27]>>[c:2]1(-[c:14]2[c:13]([Cl:12])[cH:18][c:17]([Cl:19])[cH:16][cH:15]2)[n:3][cH:4][cH:5][c:6]([CH3:11])[c:7]1[N+:8](=[O:9])[O-:10]. Reactants: ClCCCl (DCE), O.[OH-].[Li+] (lithium hydroxide monohydrate), CO/C=1/CCCCC\N1 ((E)-7-methoxy-3,4,5,6-tetrahydro-2H-azepine), C1(=CC=CC=C1)C=1OC(CN1)=O (2-phenyloxazol-5(4H)-one). Run in C1CCOC1 (THF), O (water). Conditions: temperature 150 celsius. Product: C1(=CC=CC=C1)C1=NC(=C2N1CCCCC2)C(=O)O (3-phenyl-6,7,8,9-tetrahydro-5H-imidazo[1,5-a]azepine-1-carboxylic acid). Reaction SMILES: CO[C:3]1[CH2:4][CH2:5][CH2:6][CH2:7][CH2:8][N:9]=1.[C:10]1([C:16]2[O:17][C:18](=[O:21])[CH2:19][N:20]=2)[CH:15]=[CH:14][CH:13]=[CH:12][CH:11]=1.ClCCCl.O.[OH-].[Li+]>C1COCC1.O>[C:10]1([C:16]2[N:9]3[CH2:8][CH2:7][CH2:6][CH2:5][CH2:4][C:3]3=[C:19]([C:18]([OH:21])=[O:17])[N:20]=2)[CH:15]=[CH:14][CH:13]=[CH:12][CH:11]=1 |f:3.4.5|. Procedure details: (E)-7-methoxy-3,4,5,6-tetrahydro-2H-azepine (0.395 g, 3.10 mmol) and 2-phenyloxazol-5(4H)-one (0.5 g, 3.10 mmol) were dissolved together in THF (2 mL) and DCE (2 mL) in a 5 mL microwave vial to give a orange solution. The vial was sealed and the solution was heated to 150° C. for 5 minutes. LCMS showed two peaks of the same mass (tautomers of the condensation product, Rf 0.78 and 0.83 minutes, respectively). The reaction was concentrated and the residue diluted with MeOH (1 mL) and a solution of... Starting materials: NC1=CN=C(C=C1C(=O)O)Cl (5-amino-2-chloroisonicotinic acid), CN (methylamine), C1(CCC1)N1CCC(CC1)OC1=CC=C(C=O)C=C1 (4-[(1-cyclobutyl-4-piperidinyl)oxy]benzaldehyde). The product is ClC1=CC2=C(N=C(N(C2=O)C)C2=CC=C(C=C2)OC2CCN(CC2)C2CCC2)C=N1 (6-Chloro-2-{4-[(1-cyclobutylpiperidin-4-yl)oxy]phenyl}-3-methylpyrido[3,4-d]pyrimidin-4(3H)-one). As a reaction SMILES: [NH2:1][C:2]1[C:7]([C:8]([OH:10])=O)=[CH:6][C:5]([Cl:11])=[N:4][CH:3]=1.[CH3:12][NH2:13].[CH:14]1([N:18]2[CH2:23][CH2:22][CH:21]([O:24][C:25]3[CH:32]=[CH:31][C:28]([CH:29]=O)=[CH:27][CH:26]=3)[CH2:20][CH2:19]2)[CH2:17][CH2:16][CH2:15]1>>[Cl:11][C:5]1[N:4]=[CH:3][C:2]2[N:1]=[C:29]([C:28]3[CH:31]=[CH:32][C:25]([O:24][CH:21]4[CH2:22][CH2:23][N:18]([CH:14]5[CH2:17][CH2:16][CH2:15]5)[CH2:19][CH2:20]4)=[CH:26][CH:27]=3)[N:13]([CH3:12])[C:8](=[O:10])[C:7]=2[CH:6]=1. Procedure details: The entitled compound was obtained according to the method of Example 15 but starting from 5-amino-2-chloroisonicotinic acid, methylamine and 4-[(1-cyclobutyl-4-piperidinyl)oxy]benzaldehyde.